From a dataset of the Open Reaction Database (ORD), a public repository of structured organic reaction records. describe an organic reaction: reactants, conditions, products, and yield Reactants: O.FC1=CC=C(C=C1)C1=C(C(=NN1)C(=O)N1CCNCC1)C1=CC=NC=C1 (1-[[5-(4-fluorophenyl)-4-(4-pyridinyl)-1H-pyrazol-3-yl]carbonyl]piperazine, monohydrate), FC1=CC=C(C=C1)C1=C(C(=NN1)CC1CCN(CC1)C(=O)OC(C)(C)C)C1=CC=NC=C1 (1,1-dimethylethyl 4-[[5-(4-fluorophenyl)-4-(4-pyridinyl)-1H-pyrazol-3-yl]methyl]-1-piperidinecarboxylate). Yields the product FC1=CC=C(C=C1)C1=NNC(=C1C1=CC=NC=C1)CC1CCNCC1 (4-[3-(4-Fluorophenyl)-5-(4-piperidinylmethyl)-1H-pyrazol-4-yl]pyridine). RXN SMILES: O.FC1C=CC(C2NN=C(C(N3CCNCC3)=O)C=2C2C=CN=CC=2)=CC=1.[F:28][C:29]1[CH:34]=[CH:33][C:32]([C:35]2[NH:39][N:38]=[C:37]([CH2:40][CH:41]3[CH2:46][CH2:45][N:44](C(OC(C)(C)C)=O)[CH2:43][CH2:42]3)[C:36]=2[C:54]2[CH:59]=[CH:58][N:57]=[CH:56][CH:55]=2)=[CH:31][CH:30]=1>>[F:28][C:29]1[CH:34]=[CH:33][C:32]([C:35]2[C:36]([C:54]3[CH:55]=[CH:56][N:57]=[CH:58][CH:59]=3)=[C:37]([CH2:40][CH:41]3[CH2:46][CH2:45][NH:44][CH2:43][CH2:42]3)[NH:38][N:39]=2)=[CH:31][CH:30]=1 |f:0.1|. Procedure: 4-[3-(4-Fluorophenyl)-5-(4-piperidinylmethyl)-1H-pyrazol-4-yl]pyridine was prepared using the same method as described for Example A-314, step 1 by replacing 1-[[5-(4-fluorophenyl)-4-(4-pyridinyl)-1H-pyrazol-3-yl]carbonyl]piperazine, monohydrate with the pyrazole of step 5 of the present Example. Anal. Calc'd for C20H21N4F.2TFA.1.25H2O: C, 49.11; H, 4.38; N, 9.54; Found: C, 48.74; H, 4.02; N, 9.57. MS (MH+): 337 (base peak). Reactants: CCN1CC(Cl)CN1CC, [NH4+], [OH-]. Product: CCN1CC(N)CN1CC. As a reaction SMILES: [Cl:1][CH:2]1[CH2:3][N:4]([CH2:9][CH3:10])[N:5]([CH2:7][CH3:8])[CH2:6]1.[NH4+:11].[OH-:12]>>[CH:2]1([NH2:11])[CH2:3][N:4]([CH2:9][CH3:10])[N:5]([CH2:7][CH3:8])[CH2:6]1. Reactants: FC(C1=C(CN2N=CC3=CC(=CC=C23)C=C2C(N=C(S2)SC)=O)C=CC(=C1)C(F)(F)F)(F)F (5-[1-(2,4-Bis-trifluoromethyl-benzyl)-1H-indazol-5-ylmethylene]-2-methylsulfanyl-thiazol-4-one), N1CCC(CC1)NC(C)=O (N-Piperidin-4-yl-acetamide). Yields the product FC(C1=C(CN2N=CC3=CC(=CC=C23)C=C2C(N=C(S2)N2CCC(CC2)CC(=O)N)=O)C=CC(=C1)C(F)(F)F)(F)F (1-{5-[1-(2,4-Bis-trifluoromethyl-benzyl)-1H-indazol-5-ylmethylene]-4-oxo-4,5-dihydro-thiazol-2-yl}-piperidin-4-ylacetamide). As a reaction SMILES: [F:1][C:2]([F:33])([F:32])[C:3]1[CH:27]=[C:26]([C:28]([F:31])([F:30])[F:29])[CH:25]=[CH:24][C:4]=1[CH2:5][N:6]1[C:14]2[C:9](=[CH:10][C:11]([CH:15]=[C:16]3[S:20][C:19](SC)=[N:18][C:17]3=[O:23])=[CH:12][CH:13]=2)[CH:8]=[N:7]1.[NH:34]1[CH2:39][CH2:38][CH:37](NC(=O)C)[CH2:36][CH2:35]1>>[F:32][C:2]([F:1])([F:33])[C:3]1[CH:27]=[C:26]([C:28]([F:31])([F:30])[F:29])[CH:25]=[CH:24][C:4]=1[CH2:5][N:6]1[C:14]2[C:9](=[CH:10][C:11]([CH:15]=[C:16]3[S:20][C:19]([N:34]4[CH2:35][CH2:36][CH:37]([CH2:16][C:17]([NH2:18])=[O:23])[CH2:38][CH2:39]4)=[N:18][C:17]3=[O:23])=[CH:12][CH:13]=2)[CH:8]=[N:7]1. Reported procedure: N—(1-{5-[1-(2,4-Bis-trifluoromethyl-benzyl)-1H-indazol-5-ylmethylene]-4-oxo-4,5-dihydro-thiazol-2-yl}-piperidin-4-ylacetamide was prepared from 5-[1-(2,4-Bis-trifluoromethyl-benzyl)-1H-indazol-5-ylmethylene]-2-methylsulfanyl-thiazol-4-one and N-Piperidin-4-yl-acetamide following General Procedure B. Procedure: 4-(2-{2-(S)-[2-(R,S)-Benzylcarbamoyl-3-(4-carbamimidoyl-phenyl)-propionylamino]-2-cyclohexyl-acetylamino}-ethyl)-piperazine-1-carboxylic acid tert-butyl ester (30 mg, 0.04 mmol, example 6b) was treated with a mixture of trifluoroacetic acid/dichloromethane (1/1, 0.5 ml) and stirred for 20 hours. The solvent was evaporated in vacuo and the residue lyophilized to give the desired product. mp.: 196° C. (dc), MS (FAB) m/z: 576.3 ((M+H)+, 100%). Yields the product FC(C(=O)O)(F)F.C(C1=CC=CC=C1)NC(C(C(=O)N[C@H](C(NCCN1CCNCC1)=O)C1CCCCC1)CC1=CC=C(C=C1)C(N)=N)=O (N-Benzyl-2-(R,S)-(4-carbamimidoyl-benzyl)-N′-[(S)-cyclohexyl-(2-piperazin-1-yl-ethylcarbamoyl)-methyl]-malonamide Trifluoroacetic Acid Salt). Reactants: C(C)(C)(C)OC(=O)N1CCN(CC1)CCNC([C@H](C1CCCCC1)NC(C(CC1=CC=C(C=C1)C(N)=N)C(NCC1=CC=CC=C1)=O)=O)=O (4-(2-{2-(S)-[2-(R,S)-Benzylcarbamoyl-3-(4-carbamimidoyl-phenyl)-propionylamino]-2-cyclohexyl-acetylamino}-ethyl)-piperazine-1-carboxylic acid tert-butyl ester), FC(C(=O)O)(F)F.ClCCl (trifluoroacetic acid dichloromethane). RXN SMILES: C(OC([N:8]1[CH2:13][CH2:12][N:11]([CH2:14][CH2:15][NH:16][C:17](=[O:49])[C@@H:18]([NH:25][C:26](=[O:48])[CH:27]([C:38](=[O:47])[NH:39][CH2:40][C:41]2[CH:46]=[CH:45][CH:44]=[CH:43][CH:42]=2)[CH2:28][C:29]2[CH:34]=[CH:33][C:32]([C:35](=[NH:37])[NH2:36])=[CH:31][CH:30]=2)[CH:19]2[CH2:24][CH2:23][CH2:22][CH2:21][CH2:20]2)[CH2:10][CH2:9]1)=O)(C)(C)C.[F:50][C:51]([F:56])([F:55])[C:52]([OH:54])=[O:53].ClCCl>>[F:50][C:51]([F:56])([F:55])[C:52]([OH:54])=[O:53].[CH2:40]([NH:39][C:38](=[O:47])[CH:27]([CH2:28][C:29]1[CH:30]=[CH:31][C:32]([C:35](=[NH:36])[NH2:37])=[CH:33][CH:34]=1)[C:26]([NH:25][C@@H:18]([CH:19]1[CH2:24][CH2:23][CH2:22][CH2:21][CH2:20]1)[C:17](=[O:49])[NH:16][CH2:15][CH2:14][N:11]1[CH2:12][CH2:13][NH:8][CH2:9][CH2:10]1)=[O:48])[C:41]1[CH:46]=[CH:45][CH:44]=[CH:43][CH:42]=1 |f:1.2,3.4|. Reaction conditions: time 20 hour. Reactants: CO, [Na+], CCCCCCON=C(C(=O)OCC)C1=CSCCO1, [OH-]. Yields the product CCCCCCON=C(C(=O)O)C1=CSCCO1. RXN SMILES: [CH3:23][OH:24].[Na+:22].[O:1]1[CH2:2][CH2:3][S:4][CH:5]=[C:6]1[C:7]([C:8](=[O:9])[O:10][CH2:11][CH3:12])=[N:13][O:14][CH2:15][CH2:16][CH2:17][CH2:18][CH2:19][CH3:20].[OH-:21]>>[O:1]1[CH2:2][CH2:3][S:4][CH:5]=[C:6]1[C:7]([C:8](=[O:9])[OH:10])=[N:13][O:14][CH2:15][CH2:16][CH2:17][CH2:18][CH2:19][CH3:20]. Procedure: A solution of bromoacetyl chloride (60 mmol) and 2-hydroxymethylthiophene (60 mmol) in benzene (100 ml) was heated under reflux for 90 min, the cold solution shaken with saturated NaHCO3 aq., the dried (MgSO4) solution evaporated and the residue fractionally distilled; yield 48%, b.p. 96° C./0.05 mmHg. 1H NMR (CDCl3) δ3.80 (CH2), 5.30 (OCH2), 7.00 and 7.26 (thiophene). Reaction SMILES: [Br:1][CH2:2][C:3](Cl)=[O:4].[OH:6][CH2:7][C:8]1[S:9][CH:10]=[CH:11][CH:12]=1.C([O-])(O)=O.[Na+]>C1C=CC=CC=1>[Br:1][CH2:2][C:3]([O:6][CH2:7][C:8]1[S:9][CH:10]=[CH:11][CH:12]=1)=[O:4] |f:2.3|. The yield is 48.0%. Starting materials: BrCC(=O)Cl (bromoacetyl chloride), OCC=1SC=CC1 (2-hydroxymethylthiophene), C(=O)(O)[O-].[Na+] (NaHCO3). The product is BrCC(=O)OCC=1SC=CC1 (2-Thienylmethyl bromoacetate). Run in C1=CC=CC=C1 (benzene). The reactants are C(C)(=O)SCCC1=C(N(C2=CC=CC=C12)C1=CC=CC=C1)C(=O)OC (3-(2-acetylthioethyl)-1-phenyl-1H-indole-2-carboxylic acid, methyl ester), [OH-].[K+] (potassium hydroxide). Solvent: O1CCOCC1 (dioxane), O (water). Reaction conditions: time 8 hour. Product: SCCC1=C(N(C2=CC=CC=C12)C1=CC=CC=C1)C(=O)O (3-(2-mercaptoethyl)-1-phenyl-1H-indole-2-carboxylic acid). Isolated yield 93.0%. RXN SMILES: C([S:4][CH2:5][CH2:6][C:7]1[C:15]2[C:10](=[CH:11][CH:12]=[CH:13][CH:14]=2)[N:9]([C:16]2[CH:21]=[CH:20][CH:19]=[CH:18][CH:17]=2)[C:8]=1[C:22]([O:24]C)=[O:23])(=O)C.[OH-].[K+]>O1CCOCC1.O>[SH:4][CH2:5][CH2:6][C:7]1[C:15]2[C:10](=[CH:11][CH:12]=[CH:13][CH:14]=2)[N:9]([C:16]2[CH:21]=[CH:20][CH:19]=[CH:18][CH:17]=2)[C:8]=1[C:22]([OH:24])=[O:23] |f:1.2|. Procedure details: To a deoxygenated solution of 3-(2-acetylthioethyl)-1-phenyl-1H-indole-2-carboxylic acid, methyl ester in dioxane (5 mL) was added a deoxygenated solution of potassium hydroxide (0.168 g, 3.0 mmol) in water (5 mL). The reaction mixture was stirred overnight. Volatile solvent was removed under reduced pressure and the remaining mixture was poured into 1 N HCl (25 mL) containing ice chips. The resulting white precipitate was washed with H2O and dried under vacuum to give 0.110 g of 3-(2-mercaptoet... Starting materials: N1CCC(CC1)S(=O)(=O)N (piperidine-4-sulfonamide), C1(CCCCC1)P(C1=C(C=CC=C1)C1=C(C=C(C=C1C(C)C)C(C)C)C(C)C)C1CCCCC1 (2-dicyclohexylphosphino-2′,4′,6′-tri-isopropyl-1,1′-biphenyl), C([O-])([O-])=O.[Cs+].[Cs+] (cesium carbonate), ClC1=NC(=NC(=C1)OC)SCC1=C(C(=CC=C1)F)F (4-Chloro-2-[[(2,3-difluorophenyl)methyl]thio]-6-methoxypyrimidine), ClC1=NC(=NC(=C1)OC)SCC1=C(C(=CC=C1)F)F (4-Chloro-2-[[(2,3-difluorophenyl)methyl]thio]-6-methoxypyrimidine). Reagents/catalysts: C=1C=CC(=CC1)/C=C/C(=O)/C=C/C2=CC=CC=C2.C=1C=CC(=CC1)/C=C/C(=O)/C=C/C2=CC=CC=C2.C=1C=CC(=CC1)/C=C/C(=O)/C=C/C2=CC=CC=C2.[Pd].[Pd] (tris(dibenzylideneacetone)dipalladium). The solvent is O1CCOCC1 (dioxane). Conditions: temperature 100 celsius. The product is FC1=C(CSC2=NC(=CC(=N2)NS(=O)(=O)C2CCNCC2)OC)C=CC=C1F (N-{2-[(2,3-Difluorobenzyl)thio]-6-methoxypyrimidin-4-yl}piperidine-4-sulfonamide). Reaction SMILES: [NH:1]1[CH2:6][CH2:5][CH:4]([S:7]([NH2:10])(=[O:9])=[O:8])[CH2:3][CH2:2]1.C1(P(C2CCCCC2)C2C=CC=CC=2C2C(C(C)C)=CC(C(C)C)=CC=2C(C)C)CCCCC1.C(=O)([O-])[O-].[Cs+].[Cs+].Cl[C:52]1[CH:57]=[C:56]([O:58][CH3:59])[N:55]=[C:54]([S:60][CH2:61][C:62]2[CH:67]=[CH:66][CH:65]=[C:64]([F:68])[C:63]=2[F:69])[N:53]=1>O1CCOCC1.C1C=CC(/C=C/C(/C=C/C2C=CC=CC=2)=O)=CC=1.C1C=CC(/C=C/C(/C=C/C2C=CC=CC=2)=O)=CC=1.C1C=CC(/C=C/C(/C=C/C2C=CC=CC=2)=O)=CC=1.[Pd].[Pd]>[F:69][C:63]1[C:64]([F:68])=[CH:65][CH:66]=[CH:67][C:62]=1[CH2:61][S:60][C:54]1[N:53]=[C:52]([NH:10][S:7]([CH:4]2[CH2:5][CH2:6][NH:1][CH2:2][CH2:3]2)(=[O:9])=[O:8])[CH:57]=[C:56]([O:58][CH3:59])[N:55]=1 |f:2.3.4,7.8.9.10.11|. Reported procedure: A mixture of piperidine-4-sulfonamide (0.33 g), tris(dibenzylideneacetone)dipalladium (0) (50 mg), 2-dicyclohexylphosphino-2′,4′,6′-tri-isopropyl-1,1′-biphenyl (XPHOS) (50 mg), cesium carbonate (0.43 g) and, 4-Chloro-2-[[(2,3-difluorophenyl)methyl]thio]-6-methoxypyrimidine (the product from example 35 step i), 0.4 g) in dioxane (20 ml) was heated at reflux in a microwave at 100° C., 300 W, open vessel with cooling for 2 h. The reaction mixture was then reduced in vacuo and the residue partitione... The reactants are ClC(Cl)(Cl)Cl, CCCCCCCCC(=O)O, [Cl-], O, O=C(O)c1ccc(O)cc1, c1ccncc1. Yields the product CCCCCCCCC(=O)Oc1ccc(C(=O)O)cc1. As a reaction SMILES: [C:17]([Cl:18])([Cl:19])([Cl:20])[Cl:21].[C:23]([CH2:24][CH2:25][CH2:26][CH2:27][CH2:28][CH2:29][CH2:30][CH3:31])(=[O:32])[OH:33].[Cl-:22].[OH2:34].[OH:1][c:2]1[cH:3][cH:4][c:5]([C:6](=[O:7])[OH:8])[cH:9][cH:10]1.[cH:11]1[cH:12][cH:13][n:14][cH:15][cH:16]1>>[O:1]([c:2]1[cH:3][cH:4][c:5]([C:6](=[O:7])[OH:8])[cH:9][cH:10]1)[C:23]([CH2:24][CH2:25][CH2:26][CH2:27][CH2:28][CH2:29][CH2:30][CH3:31])=[O:32].